Task: describe an organic reaction: reactants, conditions, products, and yield. Dataset: the Open Reaction Database (ORD), a public repository of structured organic reaction records The reactants are C1(CC1)N1C=C(C(C2=CC(=C(C=C12)F)F)=O)C(=O)O (1-cyclopropyl-6,7-difluoro-1,4-dihydro-4-oxo-3-quinolinecarboxylic acid), CNCC1=CC(=CC=C1)C1CNCC1 (N-methyl-3-(3-pyrrolidinyl) benzenemethanamine). The product is C1(CC1)N1C=C(C(C2=CC(=C(C=C12)N1CC(CC1)C1=CC(=CC=C1)CNC)F)=O)C(=O)O (1-Cyclopropyl-6-fluoro-1,4-dihydro-7-[3-[3-[(methylamino)methyl]phenyl]-1-pyrrolidinyl]-4-oxo-3-quinolinecarboxylic acid). Yield: 91.0%. RXN SMILES: [CH:1]1([N:4]2[C:13]3[C:8](=[CH:9][C:10]([F:15])=[C:11](F)[CH:12]=3)[C:7](=[O:16])[C:6]([C:17]([OH:19])=[O:18])=[CH:5]2)[CH2:3][CH2:2]1.[CH3:20][NH:21][CH2:22][C:23]1[CH:28]=[CH:27][CH:26]=[C:25]([CH:29]2[CH2:33][CH2:32][NH:31][CH2:30]2)[CH:24]=1>>[CH:1]1([N:4]2[C:13]3[C:8](=[CH:9][C:10]([F:15])=[C:11]([N:31]4[CH2:32][CH2:33][CH:29]([C:25]5[CH:26]=[CH:27][CH:28]=[C:23]([CH2:22][NH:21][CH3:20])[CH:24]=5)[CH2:30]4)[CH:12]=3)[C:7](=[O:16])[C:6]([C:17]([OH:19])=[O:18])=[CH:5]2)[CH2:3][CH2:2]1. Procedure details: Starting from 1-cyclopropyl-6,7-difluoro-1,4-dihydro-4-oxo-3-quinolinecarboxylic acid (0.93 g, 3.5 mmol) and N-methyl-3-(3-pyrrolidinyl) benzenemethanamine, a procedure analogous to that given in Example 1 provided the title compound (1.38 g, 91%) as a white solid, mp 239°-240° C.